The task is: describe an organic reaction: reactants, conditions, products, and yield. This data is from the Open Reaction Database (ORD), a public repository of structured organic reaction records. The reactants are Ice water, BrC=1C=C(C(=NC1)OC)C(=O)OC (methyl 5-bromo-2-methoxy-3-pyridinecarboxylate), COB(O)O (methylboric acid), C([O-])([O-])=O.[Cs+].[Cs+] (cesium carbonate). The reagents and catalysts are C=1C=CC(=CC1)[P](C=2C=CC=CC2)(C=3C=CC=CC3)[Pd]([P](C=4C=CC=CC4)(C=5C=CC=CC5)C=6C=CC=CC6)([P](C=7C=CC=CC7)(C=8C=CC=CC8)C=9C=CC=CC9)[P](C=1C=CC=CC1)(C=1C=CC=CC1)C=1C=CC=CC1 (tetrakis(triphenylphosphine)palladium). Solvent: CN(C=O)C (N,N-dimethylformamide). Run at temperature 120 celsius, time 2 hour. Yields the product CC=1C=C(C(=NC1)OC)C(=O)OC (Methyl 5-methyl-2-methoxy-3-pyridinecarboxylate). Yield: 52.2%. As a reaction SMILES: Br[C:2]1[CH:3]=[C:4]([C:10]([O:12][CH3:13])=[O:11])[C:5]([O:8][CH3:9])=[N:6][CH:7]=1.[CH3:14]OB(O)O.C(=O)([O-])[O-].[Cs+].[Cs+]>CN(C)C=O.C1C=CC([P]([Pd]([P](C2C=CC=CC=2)(C2C=CC=CC=2)C2C=CC=CC=2)([P](C2C=CC=CC=2)(C2C=CC=CC=2)C2C=CC=CC=2)[P](C2C=CC=CC=2)(C2C=CC=CC=2)C2C=CC=CC=2)(C2C=CC=CC=2)C2C=CC=CC=2)=CC=1>[CH3:14][C:2]1[CH:3]=[C:4]([C:10]([O:12][CH3:13])=[O:11])[C:5]([O:8][CH3:9])=[N:6][CH:7]=1 |f:2.3.4,^1:33,35,54,73|. Procedure details: 1.2 g of methyl 5-bromo-2-methoxy-3-pyridinecarboxylate was dissolved in 20 ml of N,N-dimethylformamide, 440 mg of methylboric acid, 4.79 g of anhydrous cesium carbonate, and 564 mg of tetrakis(triphenylphosphine)palladium were added thereto, and the mixture was stirred at 120° C. for 2 hours under a nitrogen atmosphere. Ice-water was added to the reaction solution, and the mixture was extracted with ethyl acetate. The organic layer was washed with water and brine, and then dried over anhydrous ... Reactants: C=C(C(=O)OC)c1ccccc1, C=C(C(=O)OCC)c1ccccc1, CCOC(=O)C(=O)OCC, [CH3], CC[O-], [Na+], CCOC(=O)Cc1ccccc1. The product is CCOC(=O)C(=O)C(C(=O)OCC)c1ccccc1. RXN SMILES: [C:14]([O:15][CH3:16])(=[O:17])[C:18]([c:19]1[cH:20][cH:21][cH:22][cH:23][cH:24]1)=[CH2:25].[C:1]([O:2][CH2:3][CH3:4])(=[O:5])[C:6]([c:7]1[cH:8][cH:9][cH:10][cH:11][cH:12]1)=[CH2:13].[C:39]([C:40](=[O:41])[O:42][CH2:43][CH3:44])(=[O:45])[O:46][CH2:47][CH3:48].[CH3:26].[CH3:50][CH2:51][O-:52].[Na+:49].[c:27]1([CH2:33][C:34](=[O:35])[O:36][CH2:37][CH3:38])[cH:28][cH:29][cH:30][cH:31][cH:32]1>>[c:27]1([CH:33]([C:34](=[O:35])[O:36][CH2:37][CH3:38])[C:39]([C:40](=[O:41])[O:42][CH2:43][CH3:44])=[O:45])[cH:28][cH:29][cH:30][cH:31][cH:32]1. Starting materials: CCO, NN, O=C1c2ccccc2C(=O)N1CC1CCN(CCc2ccccc2)CC1. Product: NCC1CCN(CCc2ccccc2)CC1. RXN SMILES: [CH3:29][CH2:30][OH:31].[NH2:27][NH2:28].[c:1]1([CH2:7][CH2:8][N:9]2[CH2:10][CH2:11][CH:12]([CH2:15][N:16]3[C:17](=[O:18])[c:19]4[c:20]([cH:21][cH:22][cH:23][cH:24]4)[C:25]3=[O:26])[CH2:13][CH2:14]2)[cH:2][cH:3][cH:4][cH:5][cH:6]1>>[c:1]1([CH2:7][CH2:8][N:9]2[CH2:10][CH2:11][CH:12]([CH2:15][NH2:16])[CH2:13][CH2:14]2)[cH:2][cH:3][cH:4][cH:5][cH:6]1. The reactants are BrC1=CC(OC1(C)C)=O (4-bromo-5,5-dimethyl-5H-furan-2-one), Cl (HCl), FC1=CC=C2CC(NC2=C1)=O (6-fluorooxindole), [Li+].C[Si](C)(C)[N-][Si](C)(C)C (LHMDS). Solvent: C1CCOC1 (THF), C1CCOC1 (THF), C1CCOC1 (THF), O (water). Run at temperature 0 celsius, time 15 minute. Yields the product BrC1=C/C(/OC1(C)C)=C/1\C(NC2=CC(=CC=C12)F)=O (3-[4-Bromo-5,5-dimethyl-5H-furan-(2E)-ylidene]-6-fluoro-1.3-dihydro-indol-2-one), product. Isolated yield 74.0%. Reaction SMILES: [F:1][C:2]1[CH:10]=[C:9]2[C:5]([CH2:6][C:7](=[O:11])[NH:8]2)=[CH:4][CH:3]=1.[Li+].C[Si]([N-][Si](C)(C)C)(C)C.[Br:22][C:23]1[C:27]([CH3:29])([CH3:28])[O:26][C:25](=O)[CH:24]=1.Cl>C1COCC1.O>[Br:22][C:23]1[C:27]([CH3:29])([CH3:28])[O:26]/[C:25](=[C:6]2/[C:7](=[O:11])[NH:8][C:9]3[C:5]/2=[CH:4][CH:3]=[C:2]([F:1])[CH:10]=3)/[CH:24]=1 |f:1.2|. Reported procedure: To a solution of 6-fluorooxindole (3 g, 20 mmol) in THF (50 mL) at 0° C., was added 40 mL of 1M LHMDS in THF. The reaction mixture was stirred at 0° C. for 15 minutes. A solution of 4-bromo-5,5-dimethyl-5H-furan-2-one (5) (1.91 g, 10 mmol) in 5 mL of THF was added to the above reaction mixture. The reaction was stirred at 0° C. for further 30 minutes and then at room temperature for 2.5 hrs. To the reaction, 80 mL of 2M HCl was added. The resulting mixture was stirred at 50-55° C. for one hour, ...